describe an organic reaction: reactants, conditions, products, and yield From a dataset of the Open Reaction Database (ORD), a public repository of structured organic reaction records. Starting materials: CCCCCCCCCC#Cc1ccccc1F, [Li]CCCC, ClCCl, CN(C)C=O, C1CCOC1. Yields the product CCCCCCCCCC#Cc1cccc(C=O)c1F. As a reaction SMILES: [C:1](#[C:2][CH2:3][CH2:4][CH2:5][CH2:6][CH2:7][CH2:8][CH2:9][CH2:10][CH3:11])[c:12]1[c:13]([F:18])[cH:14][cH:15][cH:16][cH:17]1.[CH2:24]([Li:25])[CH2:26][CH2:27][CH3:28].[CH2:34]([Cl:35])[Cl:36].[CH3:29][N:30]([CH3:31])[CH:32]=[O:33].[O:19]1[CH2:20][CH2:23][CH2:22][CH2:21]1>>[C:1](#[C:2][CH2:3][CH2:4][CH2:5][CH2:6][CH2:7][CH2:8][CH2:9][CH2:10][CH3:11])[c:12]1[c:13]([F:18])[c:14]([CH:20]=[O:19])[cH:15][cH:16][cH:17]1.